Dataset: the Open Reaction Database (ORD), a public repository of structured organic reaction records. Task: describe an organic reaction: reactants, conditions, products, and yield Starting materials: C(C)(C)(C)OC(=O)N1CC2=CC(=C(C=C2C1)C1CCOCC1)C(F)(F)F (5-(tetrahydro-pyran-4-yl)-6-trifluoromethyl-1,3-dihydro-isoindole-2-carboxylic acid tert-butyl ester), Cl (hydrochloric acid). Yields the product Cl.O1CCC(CC1)C=1C=C2CNCC2=CC1C(F)(F)F (5-(Tetrahydro-pyran-4-yl)-6-trifluoromethyl-2,3-dihydro-1H-isoindole hydrochloride). Reaction SMILES: C(OC([N:8]1[CH2:16][C:15]2[C:10](=[CH:11][C:12]([C:23]([F:26])([F:25])[F:24])=[C:13]([CH:17]3[CH2:22][CH2:21][O:20][CH2:19][CH2:18]3)[CH:14]=2)[CH2:9]1)=O)(C)(C)C.[ClH:27]>>[ClH:27].[O:20]1[CH2:21][CH2:22][CH:17]([C:13]2[CH:14]=[C:15]3[C:10](=[CH:11][C:12]=2[C:23]([F:26])([F:24])[F:25])[CH2:9][NH:8][CH2:16]3)[CH2:18][CH2:19]1 |f:2.3|. Procedure: Prepared in analogy to Example A3(e) from 5-(tetrahydro-pyran-4-yl)-6-trifluoromethyl-1,3-dihydro-isoindole-2-carboxylic acid tert-butyl ester and hydrochloric acid. Yellow solid. MS (m/e): 272.3 ([M+H]+, 100%). The reactants are C([O-])([O-])=O.[K+].[K+] (potassium carbonate), COC=1C=C(C=CC1)C1NCCC1 (2-(3-methoxyphenyl)pyrrolidine), Cl.N1=CC(=CC=C1)CCl (3-picolyl chloride hydrochloride). Solvent: C(C)#N (acetonitrile). The product is COC=1C=C(C=CC1)C1N(CCC1)CC=1C=NC=CC1 (2-(3-methoxyphenyl)-1-(3-pyridinylmethyl)pyrrolidine). The yield is 81.5%. RXN SMILES: [CH3:1][O:2][C:3]1[CH:4]=[C:5]([CH:9]2[CH2:13][CH2:12][CH2:11][NH:10]2)[CH:6]=[CH:7][CH:8]=1.C(=O)([O-])[O-].[K+].[K+].Cl.[N:21]1[CH:26]=[CH:25][CH:24]=[C:23]([CH2:27]Cl)[CH:22]=1>C(#N)C>[CH3:1][O:2][C:3]1[CH:4]=[C:5]([CH:9]2[CH2:13][CH2:12][CH2:11][N:10]2[CH2:27][C:23]2[CH:22]=[N:21][CH:26]=[CH:25][CH:24]=2)[CH:6]=[CH:7][CH:8]=1 |f:1.2.3,4.5|. Procedure details: To a solution of 2-(3-methoxyphenyl)pyrrolidine (3.0 g) in dry acetonitrile (70 ml) was added milled potassium carbonate (6.1 g) followed by 3-picolyl chloride hydrochloride (3.1 g) at ambient temperature, under nitrogen, with stirring. The reaction mixture was stirred for 65 hrs, filtered through a pad of celite, and the filter cake was washed with ethyl acetate. The combined filtrates were concentrated, and the residue was purified by flash column chromatography (silica gel, 5% methanol/ether)... The reactants are CC(C)(C)[Si](C)(C)OC1CCC(=O)CC1, CC(=O)O[BH-](OC(C)=O)OC(C)=O, ClCCl, Nc1ccc(OC(F)(F)F)c(C(F)(F)F)c1, [Na+]. The product is CC(C)(C)[Si](C)(C)OC1CCC(Nc2ccc(OC(F)(F)F)c(C(F)(F)F)c2)CC1. RXN SMILES: [C:17]([CH3:18])([CH3:19])([CH3:20])[Si:21]([O:22][CH:23]1[CH2:24][CH2:25][C:26](=[O:29])[CH2:27][CH2:28]1)([CH3:30])[CH3:31].[C:32]([O:33][BH-:34]([O:35][C:36](=[O:37])[CH3:38])[O:39][C:40](=[O:41])[CH3:42])(=[O:43])[CH3:44].[Cl:46][CH2:47][Cl:48].[F:1][C:2]([O:3][c:4]1[c:5]([C:11]([F:12])([F:13])[F:14])[cH:6][c:7]([NH2:10])[cH:8][cH:9]1)([F:15])[F:16].[Na+:45]>>[F:1][C:2]([O:3][c:4]1[c:5]([C:11]([F:12])([F:13])[F:14])[cH:6][c:7]([NH:10][CH:26]2[CH2:25][CH2:24][CH:23]([O:22][Si:21]([C:17]([CH3:18])([CH3:19])[CH3:20])([CH3:30])[CH3:31])[CH2:28][CH2:27]2)[cH:8][cH:9]1)([F:15])[F:16]. Starting materials: FC(C(=O)O)(F)F (trifluoroacetic acid), C(C)(C)(C)OC(N(C)[C@@H](C(=O)N1[C@@H](CCC1)CN(C)C)CC1=CC=CC=C1)=O (N-[(1R)-1-benzyl-2-((2S)-2-((dimethylamino)methyl)pyrrolidin-1-yl}-2-oxoethyl]-N-methylcarbamic acid tert-butyl ester). Run in ClCCl (dichloromethane). Run at temperature 0 celsius, time 20 minute. Product: CN(C)C[C@H]1N(CCC1)C([C@@H](CC1=CC=CC=C1)NC)=O ((2R)-1-((2S)-2-((dimethylamino)methyl)pyrrolidin-1-yl)-2-methylamino-3-phenylpropan-1-one). The yield is 73.9%. As a reaction SMILES: FC(F)(F)C(O)=O.C(O[C:13](=O)[N:14]([C@H:16]([CH2:28][C:29]1[CH:34]=[CH:33][CH:32]=[CH:31][CH:30]=1)[C:17]([N:19]1[CH2:23][CH2:22][CH2:21][C@H:20]1[CH2:24][N:25]([CH3:27])[CH3:26])=[O:18])C)(C)(C)C>ClCCl>[CH3:26][N:25]([CH2:24][C@@H:20]1[CH2:21][CH2:22][CH2:23][N:19]1[C:17](=[O:18])[C@H:16]([NH:14][CH3:13])[CH2:28][C:29]1[CH:34]=[CH:33][CH:32]=[CH:31][CH:30]=1)[CH3:27]. Reported procedure: At 0° C., trifluoroacetic acid (8 ml) was added to a solution of N-[(1R)-1-benzyl-2-((2S)-2-((dimethylamino)methyl)pyrrolidin-1-yl}-2-oxoethyl]-N-methylcarbamic acid tert-butyl ester (2.26 g, 5.80 mmol) in dichloromethane (8 ml). The reaction mixture was stirred for 20 min at 20 0° C. The solvent was removed in vacuo. Dichloromethane (70 ml) was added, and the solvent was removed in vacuo. The latter procedure was repeated two times. The crude product was purified by flash chromatography on sili... Starting materials: O=C(O)c1cc(Br)ccc1Cl, Cc1ccccc1, NC1CC1, CCN(C(C)C)C(C)C, O=C(Cl)C(=O)Cl, CN(C)C=O. The product is O=C(NC1CC1)c1cc(Br)ccc1Cl. Reaction SMILES: [Br:1][c:2]1[cH:3][cH:4][c:5]([Cl:11])[c:6]([C:7](=[O:8])[OH:9])[cH:10]1.[CH3:36][c:37]1[cH:38][cH:39][cH:40][cH:41][cH:42]1.[CH:23]1([NH2:26])[CH2:24][CH2:25]1.[CH:27]([N:28]([CH2:29][CH3:30])[CH:31]([CH3:32])[CH3:33])([CH3:34])[CH3:35].[Cl:17][C:18]([C:19]([Cl:20])=[O:21])=[O:22].[O:12]=[CH:13][N:14]([CH3:15])[CH3:16]>>[Br:1][c:2]1[cH:3][cH:4][c:5]([Cl:11])[c:6]([C:7](=[O:9])[NH:26][CH:23]2[CH2:24][CH2:25]2)[cH:10]1. Reactants: FC(C(=O)O)(F)F.C[C@@H](CCC)OC1=NC(=C2N=C(NC2=N1)OC)N (2-{[(1S)-1-Methylbutyl]oxy}-8-(methyloxy)-9H-purin-6-amine trifluoroacetate salt), COC=1N(C2=NC(=NC(=C2N1)N)O[C@H](CC)C)C1OCCCC1 (8-(methyloxy)-2-{[(1S)-1-methylpropyl]oxy}-9-(tetrahydro-2H-pyran-2-yl)-9H-purin-6-amine). Yields the product FC(C(=O)O)(F)F.COC=1N=C2N=C(NC(=C2N1)N)O[C@H](CC)C (8-(Methyloxy)-2-{[(1S)-1-methylpropyl]oxy}-1H-purin-6-amine trifluoroacetate). Reaction SMILES: [F:1][C:2]([F:7])([F:6])[C:3]([OH:5])=[O:4].[CH3:8][C@H:9]([O:13][C:14]1[N:22]=[C:21]2[C:17]([N:18]=[C:19]([O:23][CH3:24])[NH:20]2)=[C:16]([NH2:25])[N:15]=1)[CH2:10][CH2:11]C.COC1N(C2CCCCO2)C2C(N=1)=C(N)N=C(O[C@@H](C)CC)N=2>>[F:1][C:2]([F:7])([F:6])[C:3]([OH:5])=[O:4].[CH3:24][O:23][C:19]1[N:20]=[C:21]2[C:17]([N:18]=1)=[C:16]([NH2:25])[NH:15][C:14]([O:13][C@@H:9]([CH3:8])[CH2:10][CH3:11])=[N:22]2 |f:0.1,3.4|. Procedure: Prepared similarly to Intermediate 12 from 8-(methyloxy)-2-{[(1S)-1-methylpropyl]oxy}-9-(tetrahydro-2H-pyran-2-yl)-9H-purin-6-amine. Reactants: COC1=CC=CC2=C1C=1C(=C3C(=CC(NC3=CC1)(C)C)C)C(O2)CC(=O)N(C)C (2,5-dihydro-10-methoxy-2,2,4,N,N-pentamethyl-1H-[1]benzopyrano[3,4-f]quinoline-5-acetamide), [H-].[Al+3].[Li+].[H-].[H-].[H-] (lithium aluminum hydride). The solvent is C(C)OCC (diethyl ether). Product: COC1=CC=CC2=C1C=1C(=C3C(=CC(NC3=CC1)(C)C)C)C(O2)CCN(C)C (2,5-dihydro-10-methoxy-2,2,4,N,N-pentamethyl-1H-[1]benzopyrano[3,4-f]quinoline-5-ethanamine). Reaction SMILES: [CH3:1][O:2][C:3]1[C:8]2[C:9]3[C:10]([CH:22]([CH2:24][C:25]([N:27]([CH3:29])[CH3:28])=O)[O:23][C:7]=2[CH:6]=[CH:5][CH:4]=1)=[C:11]1[C:16](=[CH:17][CH:18]=3)[NH:15][C:14]([CH3:20])([CH3:19])[CH:13]=[C:12]1[CH3:21].[H-].[Al+3].[Li+].[H-].[H-].[H-]>C(OCC)C>[CH3:1][O:2][C:3]1[C:8]2[C:9]3[C:10]([CH:22]([CH2:24][CH2:25][N:27]([CH3:29])[CH3:28])[O:23][C:7]=2[CH:6]=[CH:5][CH:4]=1)=[C:11]1[C:16](=[CH:17][CH:18]=3)[NH:15][C:14]([CH3:19])([CH3:20])[CH:13]=[C:12]1[CH3:21] |f:1.2.3.4.5.6|. Procedure: A solution of Example 63 in diethyl ether was reduced at room temperature with lithium aluminum hydride to provide the desired compound.